From a dataset of the Open Reaction Database (ORD), a public repository of structured organic reaction records. describe an organic reaction: reactants, conditions, products, and yield Starting materials: C1(=CC=CC=C1)P(C1=CC=CC=C1)C1=CC=CC=C1 (triphenylphosphine), C(Br)(Br)(Br)Br (carbon tetrabromide), FC1=C(CO)C=C(C=C1)Br (2-fluoro-5-bromobenzyl alcohol). Solvent: C(C)OCC (diethy ether). Conditions: time 3 hour. The product is FC1=C(CBr)C=C(C=C1)Br (2-fluoro-5-bromobenzyl bromide). Yield: 76.0%. Reaction SMILES: [F:1][C:2]1[CH:9]=[CH:8][C:7]([Br:10])=[CH:6][C:3]=1[CH2:4]O.C1(P(C2C=CC=CC=2)C2C=CC=CC=2)C=CC=CC=1.C(Br)(Br)(Br)[Br:31]>C(OCC)C>[F:1][C:2]1[CH:9]=[CH:8][C:7]([Br:10])=[CH:6][C:3]=1[CH2:4][Br:31]. Procedure: In a 250 ml round bottom flask, under a nitrogen atmosphere, 2-fluoro-5-bromobenzyl alcohol (5.85 g, 28.5 mmol) was dissolved in diethy ether (125 ml). To this solution triphenylphosphine (9.73 g, 37.1 mmol) and carbon tetrabromide (12.30 g, 37.1 mmol) were added. The resulting mixture was stirred at ambient temperature for about three hours. The progress of the reaction was monitored by thin layer chromatography. The mixture was then stirred at ambient temperature for about 19 additional hours.... Starting materials: C(C=1C(O)=CC=CC1)=O (salicylaldehyde), C(C)(=O)OCC (ethyl acetate), Cl (HCl). Run at temperature 0 celsius, time 1 hour. The product is [Cl-].OC=1C(=[O+]C2=CC=CC=C2C1)C1=CC=CC=C1 (3-Hydroxyflavylium chloride). RXN SMILES: [CH:1](=[O:9])[C:2]1[C:3](=[CH:5][CH:6]=[CH:7][CH:8]=1)O.[ClH:10].C([O:14][CH2:15][CH3:16])(=O)C>>[Cl-:10].[OH:14][C:15]1[C:1]([C:2]2[CH:3]=[CH:5][CH:6]=[CH:7][CH:8]=2)=[O+:9][C:2]2[C:3]([CH:16]=1)=[CH:5][CH:6]=[CH:7][CH:8]=2 |f:3.4|. Reported procedure: 88 g of salicylaldehyde were dissolved in 300 ml of anhydrous ethyl acetate together with 132 g of omega-acetoxyacethophenone. The solution was cooled to 0° C. and saturation with gaseous HCl commenced, which took about one hour. The mixture was then left at 4° C. for 48 hours and the crystallised solid filtered off, this consisting of 106 g of 3-hydroxyflavylium chloride. Reactants: C(OCC1=CC=CC=C1)(=O)Cl (Benzyl carbonochloridate), Cl.C(C1=CC=CC=C1)OCC(C=C)N (1-(benzyloxy)but-3-en-2-amine hydrochloride), CCN(C(C)C)C(C)C (Hunig's base). Run in C(C)#N (acetonitrile), O (water). Reaction conditions: time 16 hour. The product is C(C1=CC=CC=C1)OCC(C=C)NC(OCC1=CC=CC=C1)=O (benzyl [1-(benzyloxy)but-3-en-2-yl]carbamate). As a reaction SMILES: [C:1](Cl)(=[O:10])[O:2][CH2:3][C:4]1[CH:9]=[CH:8][CH:7]=[CH:6][CH:5]=1.Cl.[CH2:13]([O:20][CH2:21][CH:22]([NH2:25])[CH:23]=[CH2:24])[C:14]1[CH:19]=[CH:18][CH:17]=[CH:16][CH:15]=1.CCN(C(C)C)C(C)C>C(#N)C.O>[CH2:13]([O:20][CH2:21][CH:22]([NH:25][C:1](=[O:10])[O:2][CH2:3][C:4]1[CH:9]=[CH:8][CH:7]=[CH:6][CH:5]=1)[CH:23]=[CH2:24])[C:14]1[CH:19]=[CH:18][CH:17]=[CH:16][CH:15]=1 |f:1.2|. Reported procedure: Benzyl carbonochloridate (4.7 g, 27.4 mmol) was added dropwise over a period of 30 minutes to a mixture of 1-(benzyloxy)but-3-en-2-amine hydrochloride (3.9 g, 18 mmol) and Hunig's base (10.0 mL, 54.8 mmol) in acetonitrile (100 mL) at 0° C. The reaction mixture was stirred at room temperature for 16 hours. The reaction mixture was diluted with water and extracted with ethyl acetate. The organic layer was dried over sodium sulfate, filtered, and concentrated under reduced pressure to afford the cr... Reactants: CC=1C=C(C=CC1)NC1=C(C=NC=2N1N=CC2C(=O)O)C(=O)N2CCC(CC2)C2=CC=CC=C2 (7-(3-Methylphenylamino)-6-(4-phenylpiperidine-1-carbonyl)pyrazolo[1,5-a]pyrimidine-3-carboxylic acid), C(C)S(=O)(=O)N (ethanesulfonamide). Yields the product CC=1C=C(C=CC1)NC1=C(C=NC=2N1N=CC2C(=O)NS(=O)(=O)CC)C(=O)N2CCC(CC2)C2=CC=CC=C2 (N-[7-(3-Methylphenylamino)-6-(4-phenylpiperidine-1-carbonyl)pyrazolo[1,5-a]pyrimidine-3-carbonyl]ethanesulfonamide). Isolated yield 27.4%. RXN SMILES: [CH3:1][C:2]1[CH:3]=[C:4]([NH:8][C:9]2[N:14]3[N:15]=[CH:16][C:17]([C:18](O)=[O:19])=[C:13]3[N:12]=[CH:11][C:10]=2[C:21]([N:23]2[CH2:28][CH2:27][CH:26]([C:29]3[CH:34]=[CH:33][CH:32]=[CH:31][CH:30]=3)[CH2:25][CH2:24]2)=[O:22])[CH:5]=[CH:6][CH:7]=1.[CH2:35]([S:37]([NH2:40])(=[O:39])=[O:38])[CH3:36]>>[CH3:1][C:2]1[CH:3]=[C:4]([NH:8][C:9]2[N:14]3[N:15]=[CH:16][C:17]([C:18]([NH:40][S:37]([CH2:35][CH3:36])(=[O:39])=[O:38])=[O:19])=[C:13]3[N:12]=[CH:11][C:10]=2[C:21]([N:23]2[CH2:28][CH2:27][CH:26]([C:29]3[CH:30]=[CH:31][CH:32]=[CH:33][CH:34]=3)[CH2:25][CH2:24]2)=[O:22])[CH:5]=[CH:6][CH:7]=1. Procedure: In the same manner as in Example 1, step 6 and using 7-(3-methylphenylamino)-6-(4-phenylpiperidine-1-carbonyl)pyrazolo[1,5-a]pyrimidine-3-carboxylic acid (0.061 g, 0.14 mmol) obtained in step 2 and ethanesulfonamide (0.073 g, 0.70 mmol), the title compound (0.021 g, 27%) was obtained. Starting materials: ClC=1C=C(C=NC1OC(C)C)C1=NC(=NO1)C1=CC=CC=2CN(CCOC21)CCC(=O)OCC (Ethyl 3-[9-(5-{5-chloro-6-[(1-methylethyl)oxy]-3-pyridinyl}-1,2,4-oxadiazol-3-yl)-2,3-dihydro-1,4-benzoxazepin-4(5H)-yl]propanoate), [OH-].[Na+] (sodium hydroxide). The solvent is C(C)O (ethanol). Reaction conditions: temperature 60 celsius, time 4 hour. The product is ClC=1C=C(C=NC1OC(C)C)C1=NC(=NO1)C1=CC=CC=2CN(CCOC21)CCC(=O)O (3-[9-(5-{5-Chloro-6-[(1-methylethyl)oxy]-3-pyridinyl}-1,2,4-oxadiazol-3-yl)-2,3-dihydro-1,4-benzoxazepin-4(5H)-yl]propanoic acid). Isolated yield 97.7%. As a reaction SMILES: [Cl:1][C:2]1[CH:3]=[C:4]([C:12]2[O:16][N:15]=[C:14]([C:17]3[C:27]4[O:26][CH2:25][CH2:24][N:23]([CH2:28][CH2:29][C:30]([O:32]CC)=[O:31])[CH2:22][C:21]=4[CH:20]=[CH:19][CH:18]=3)[N:13]=2)[CH:5]=[N:6][C:7]=1[O:8][CH:9]([CH3:11])[CH3:10].[OH-].[Na+]>C(O)C>[Cl:1][C:2]1[CH:3]=[C:4]([C:12]2[O:16][N:15]=[C:14]([C:17]3[C:27]4[O:26][CH2:25][CH2:24][N:23]([CH2:28][CH2:29][C:30]([OH:32])=[O:31])[CH2:22][C:21]=4[CH:20]=[CH:19][CH:18]=3)[N:13]=2)[CH:5]=[N:6][C:7]=1[O:8][CH:9]([CH3:11])[CH3:10] |f:1.2|. Procedure: Ethyl 3-[9-(5-{5-chloro-6-[(1-methylethyl)oxy]-3-pyridinyl}-1,2,4-oxadiazol-3-yl)-2,3-dihydro-1,4-benzoxazepin-4(5H)-yl]propanoate (Preparation 91) (28 mg, 0.058 mmol) was dissolved in ethanol (5 ml). 2M sodium hydroxide (0.144 ml, 0.288 mmol) was added and the reaction mixture stirred at 60° C. for 4 hours. The solvent was evaporated and the reaction mixture diluted with water, neutralised with 2M hydrochloric acid and extracted with ethyl acetate. The organic phase was washed with water, dried...